Task: describe an organic reaction: reactants, conditions, products, and yield. Dataset: the Open Reaction Database (ORD), a public repository of structured organic reaction records Reactants: ClC1=NC=CC(=N1)N1C(OC[C@@H]1C(C)C)=O ((S)-3-(2-chloropyrimidin-4-yl)-4-isopropyloxazolidin-2-one), N1=CN=CC(=C1)OC1=CC=C(C=C1)[C@H](C)N ((S)-1-(4-(pyrimidin-5-yloxy)phenyl)ethanamine), CCN(C(C)C)C(C)C (DIEA). Run in CN1CCCC1=O (NMP), C(C)(=O)OCC (ethyl acetate), C([O-])(O)=O.[Na+] (sodium bicarbonate). Conditions: temperature 110 celsius, time 2 day. Yields the product C(C)(C)[C@@H]1N(C(OC1)=O)C1=NC(=NC=C1)N[C@@H](C)C1=CC=C(C=C1)OC=1C=NC=NC1 ((S)-4-isopropyl-3-(2-(((S)-1-(4-(pyrimidin-5-yloxy)phenyl)ethyl)amino)pyrimidin-4-yl)oxazolidin-2-one). Isolated yield 9.9%. RXN SMILES: Cl[C:2]1[N:7]=[C:6]([N:8]2[C@@H:12]([CH:13]([CH3:15])[CH3:14])[CH2:11][O:10][C:9]2=[O:16])[CH:5]=[CH:4][N:3]=1.[N:17]1[CH:22]=[C:21]([O:23][C:24]2[CH:29]=[CH:28][C:27]([C@@H:30]([NH2:32])[CH3:31])=[CH:26][CH:25]=2)[CH:20]=[N:19][CH:18]=1.CCN(C(C)C)C(C)C>CN1C(=O)CCC1.C(OCC)(=O)C.C(=O)(O)[O-].[Na+]>[CH:13]([C@H:12]1[CH2:11][O:10][C:9](=[O:16])[N:8]1[C:6]1[CH:5]=[CH:4][N:3]=[C:2]([NH:32][C@H:30]([C:27]2[CH:26]=[CH:25][C:24]([O:23][C:21]3[CH:20]=[N:19][CH:18]=[N:17][CH:22]=3)=[CH:29][CH:28]=2)[CH3:31])[N:7]=1)([CH3:15])[CH3:14] |f:5.6|. Reported procedure: To the solution of (S)-3-(2-chloropyrimidin-4-yl)-4-isopropyloxazolidin-2-one (43 mg, 0.169 mmol) in NMP (0.7 mL) was added (S)-1-(4-(pyrimidin-5-yloxy)phenyl)ethanamine (41 mg, 0.169 mmol) and DIEA (88 μL, 0.507 mmol). The brown reaction mixture was stirred at 110° C. for 2 days. The reaction mixture was diluted with ethyl acetate and aqueous sodium bicarbonate solution. The separated organic layer was washed with saturated aqueous sodium bicarbonate solution, water and brine. The organic phase... The reactants are [H-].[Al+3].[Li+].[H-].[H-].[H-] (lithium aluminium hydride), Cl (hydrochloric acid), C1(=CC=CC=C1)[C@H]1[C@@H](C1)C(=O)O (trans-2-phenylcyclopropane-1-carboxylic acid), O (Water). Run in O1CCCC1 (tetrahydrofuran). Reaction conditions: time 30 minute. Product: OC[C@H]1[C@@H](C1)C1=CC=CC=C1 (trans-l-(hydroxymethyl)-2-phenylcyclopropane). Isolated yield 103.7%. Reaction SMILES: [H-].[Al+3].[Li+].[H-].[H-].[H-].[C:7]1([C@@H:13]2[CH2:15][C@H:14]2[C:16](O)=[O:17])[CH:12]=[CH:11][CH:10]=[CH:9][CH:8]=1.O.Cl>O1CCCC1>[OH:17][CH2:16][C@@H:14]1[CH2:15][C@H:13]1[C:7]1[CH:12]=[CH:11][CH:10]=[CH:9][CH:8]=1 |f:0.1.2.3.4.5|. Procedure: 152 mg of lithium aluminium hydride suspended in 10 ml of tetrahydrofuran was mixed with 324 mg of trans-2-phenylcyclopropane-1-carboxylic acid under cooling with ice and stirred at the same temperature for 30 minutes and then at room temperature for 2 hours. Water was gradually added to the reaction solution and then 1N hydrochloric acid was gradually added. The reaction solution was extracted with ethyl acetate, and the organic layer was dried over anhydrous magnesium sulfate. The desiccant wa... RXN SMILES: [CH3:15][OH:16].[CH3:1][O:2][CH2:3][O:4][CH2:5][CH2:6][c:7]1[cH:8][cH:9][c:10]([CH:11]=[O:12])[cH:13][cH:14]1.[ClH:17].[Na+:19].[OH-:18].[OH2:20]>>[OH:4][CH2:5][CH2:6][c:7]1[cH:8][cH:9][c:10]([CH:11]=[O:12])[cH:13][cH:14]1. The product is O=Cc1ccc(CCO)cc1. Reactants: CO, COCOCCc1ccc(C=O)cc1, Cl, [Na+], [OH-], O.